This data is from the Open Reaction Database (ORD), a public repository of structured organic reaction records. The task is: describe an organic reaction: reactants, conditions, products, and yield The reactants are C(C)OP(OCC)(=O)CC#N (cyanomethylphosphonic acid diethyl ester), C[Si](C)(C)[N-][Si](C)(C)C.[Li+] (lithium bis(trimethylsilyl)amide), O1C2=C(OCCC1)C=C(C=C2)C(=O)C2=CC(=CC(=C2)OC)OC ((3,4-dihydro-2H-benzo[b][1,4]dioxepin-7-yl)-(3,5-dimethoxy-phenyl)-methanone), ice water. The solvent is C1CCOC1 (THF), C1CCOC1 (THF). Run at time 40 minute. The product is O1C2=C(OCCC1)C=C(C=C2)C(=CC#N)C2=CC(=CC(=C2)OC)OC (3-(3,4-dihydro-2H-benzo[b][1,4]dioxepin-7-yl)-3-(3,5-dimethoxy-phenyl)-acrylonitrile). Isolated yield 88.9%. Reaction SMILES: C(OP([CH2:9][C:10]#[N:11])(=O)OCC)C.C[Si]([N-][Si](C)(C)C)(C)C.[Li+].[O:22]1[CH2:28][CH2:27][CH2:26][O:25][C:24]2[CH:29]=[C:30]([C:33]([C:35]3[CH:40]=[C:39]([O:41][CH3:42])[CH:38]=[C:37]([O:43][CH3:44])[CH:36]=3)=O)[CH:31]=[CH:32][C:23]1=2>C1COCC1>[O:22]1[CH2:28][CH2:27][CH2:26][O:25][C:24]2[CH:29]=[C:30]([C:33]([C:35]3[CH:36]=[C:37]([O:43][CH3:44])[CH:38]=[C:39]([O:41][CH3:42])[CH:40]=3)=[CH:9][C:10]#[N:11])[CH:31]=[CH:32][C:23]1=2 |f:1.2|. Procedure: To a stirred solution of cyanomethylphosphonic acid diethyl ester (1.3 mL, 8.3 mmol) in THF (10 mL) in an ice bath was added lithium bis(trimethylsilyl)amide (1.0 M solution in THF, 8.2 mL, 8.2 mmol) dropwise. The mixture was stirred at room temperature for 40 min. A solution of (3,4-dihydro-2H-benzo[b][1,4]dioxepin-7-yl)-(3,5-dimethoxy-phenyl)-methanone (1.3 g, 4.1 mmol) in anhydrous THF (10 mL) was added to the mixture. The mixture was refluxed overnight. The solution was poured into ice water... The reactants are BrC1=CC=C(C=C1)C1=CC=2C=CC3=CC=CC=C3C2C=C1 (2-(4-bromophenyl)phenanthrene), C1=CC(=CC=2C3=CC=CC=C3C=CC12)B(O)O (phenanthrene-3-boronic acid). The product is BrC1=CC=C(C=C1)C=1C=CC=2C=CC3=CC=CC=C3C2C1 (3-(4-bromophenyl)phenanthrene). Reaction SMILES: [Br:1][C:2]1[CH:7]=[CH:6][C:5]([C:8]2[CH:21]=[CH:20][C:19]3[C:18]4[C:13](=[CH:14][CH:15]=[CH:16][CH:17]=4)[CH:12]=[CH:11][C:10]=3[CH:9]=2)=[CH:4][CH:3]=1.C1C2C=CC3C(=CC=CC=3)C=2C=C(B(O)O)C=1>>[Br:1][C:2]1[CH:3]=[CH:4][C:5]([C:8]2[CH:21]=[CH:20][C:19]3[CH:18]=[CH:17][C:12]4[C:11]([C:10]=3[CH:9]=2)=[CH:16][CH:15]=[CH:14][CH:13]=4)=[CH:6][CH:7]=1. Procedure details: Synthesis was performed in the same manner as in the synthesis of 2-(4-bromophenyl)phenanthrene except that phenanthrene-3-boronic acid was used instead of phenanthrene-2-boronic acid. Starting materials: CN(C)C=O, CCOC(C)=O, CCOC(=O)C(C)Cl, N#Cc1ccc2c(c1)Nc1ccc(Cl)cc1S2, [H-], [Na+]. Product: CCOC(=O)C(C)N1c2ccc(Cl)cc2Sc2ccc(C#N)cc21. RXN SMILES: [CH3:28][N:29]([CH3:30])[CH:31]=[O:32].[CH3:33][CH2:34][O:35][C:36](=[O:37])[CH3:38].[Cl:20][CH:21]([C:22](=[O:23])[O:24][CH2:25][CH3:26])[CH3:27].[Cl:3][c:4]1[cH:5][c:6]2[c:15]([cH:16][cH:17]1)[NH:14][c:13]1[c:8]([cH:9][cH:10][c:11]([C:18]#[N:19])[cH:12]1)[S:7]2.[H-:1].[Na+:2]>>[Cl:3][c:4]1[cH:5][c:6]2[c:15]([cH:16][cH:17]1)[N:14]([CH:21]([C:22](=[O:23])[O:24][CH2:25][CH3:26])[CH3:27])[c:13]1[c:8]([cH:9][cH:10][c:11]([C:18]#[N:19])[cH:12]1)[S:7]2. Reactants: ClC1=NC=C(C(=O)OCC)C=C1 (ethyl 6-chloronicotinate), S1C(=NC=C1)CO (1,3-thiazol-2-ylmethanol). Run at temperature 50 celsius. The product is S1C(=NC=C1)COC1=NC=C(C(=O)O)C=C1 (6-(1,3-thiazol-2-ylmethoxy)nicotinic acid). Yield: 21.0%. Reaction SMILES: Cl[C:2]1[CH:12]=[CH:11][C:5]([C:6]([O:8]CC)=[O:7])=[CH:4][N:3]=1.[S:13]1[CH:17]=[CH:16][N:15]=[C:14]1[CH2:18][OH:19]>>[S:13]1[CH:17]=[CH:16][N:15]=[C:14]1[CH2:18][O:19][C:2]1[CH:12]=[CH:11][C:5]([C:6]([OH:8])=[O:7])=[CH:4][N:3]=1. Procedure details: The title compound was synthesized as described for Intermediate example I-81 in 21% yield starting from ethyl 6-chloronicotinate and 1,3-thiazol-2-ylmethanol. The deprotonation step was performed at ambient temperature and the intermediate product was purified by column chromatography using a gradient of ethyl acetate in heptane. The reduction step was carried out in sodium hydroxide:ethanol 50/50 heated to 50° C. for 1.5 h; 1H NMR (400 MHz, DMSO-d6) δ ppm 8.74 (d, 1 H), 8.21 (dd, 1 H), 7.83 (d... Starting materials: CCOC(=O)C(NC(C)=O)C(=O)OCC, CCCCCCCCC=CCCCCCCCCCl, CC[O-], CCO, Cl, [Na+]. The product is CCCCCCCCC=CCCCCCCCCC(NC(C)=O)(C(=O)OCC)C(=O)OCC. RXN SMILES: [C:1]([CH3:2])(=[O:3])[NH:4][CH:5]([C:6](=[O:7])[O:8][CH2:9][CH3:10])[C:11](=[O:12])[O:13][CH2:14][CH3:15].[CH2:20]([CH2:21][CH2:22][CH2:23][CH2:24][CH2:25][CH2:26][CH2:27][CH:28]=[CH:29][CH2:30][CH2:31][CH2:32][CH2:33][CH2:34][CH2:35][CH2:36][CH3:37])[Cl:38].[CH3:17][CH2:18][O-:19].[CH3:40][CH2:41][OH:42].[ClH:39].[Na+:16]>>[C:1]([CH3:2])(=[O:3])[NH:4][C:5]([C:6](=[O:7])[O:8][CH2:9][CH3:10])([C:11](=[O:12])[O:13][CH2:14][CH3:15])[CH2:20][CH2:21][CH2:22][CH2:23][CH2:24][CH2:25][CH2:26][CH2:27][CH:28]=[CH:29][CH2:30][CH2:31][CH2:32][CH2:33][CH2:34][CH2:35][CH2:36][CH3:37]. Starting materials: ClS(=O)(=O)C1=CC=C(C(=O)O)C=C1 (4-chlorosulfonyl-benzoic acid), C(C)(C)N(CC)C(C)C (diisopropylethylamine), NCCC(=O)OC (H-βAla-OMe), Cl (HCl). The solvent is C(Cl)Cl (CH2Cl2). Product: COC(=O)CCNS(=O)(=O)C1=CC=C(C(=O)O)C=C1 (4-(2-Methoxycarbonyl-ethylsulfamoyl)-benzoic acid). Reaction SMILES: Cl[S:2]([C:5]1[CH:13]=[CH:12][C:8]([C:9]([OH:11])=[O:10])=[CH:7][CH:6]=1)(=[O:4])=[O:3].[NH2:14][CH2:15][CH2:16][C:17]([O:19][CH3:20])=[O:18].Cl.C(N(C(C)C)CC)(C)C>C(Cl)Cl>[CH3:20][O:19][C:17]([CH2:16][CH2:15][NH:14][S:2]([C:5]1[CH:13]=[CH:12][C:8]([C:9]([OH:11])=[O:10])=[CH:7][CH:6]=1)(=[O:4])=[O:3])=[O:18]. Procedure details: It is obtained by reacting 4-chlorosulfonyl-benzoic acid (1 eq) with H-βAla-OMe×HCl in CH2Cl2 using diisopropylethylamine (2 eq) as base. After 30 minutes at room temperature the reaction mixture is extracted with water and the organic layer is dried over Na2SO4. Removal of the solvent gives the title compound.